Dataset: the Open Reaction Database (ORD), a public repository of structured organic reaction records. Task: describe an organic reaction: reactants, conditions, products, and yield Reactants: O=C=NCc1ccccc1, [K+], NC(Cc1ccc([N+](=O)[O-])cc1)C(=O)O, [OH-], O. The product is O=C1NC(Cc2ccc([N+](=O)[O-])cc2)C(=O)N1Cc1ccccc1. RXN SMILES: [CH2:1]([c:2]1[cH:3][cH:4][cH:5][cH:6][cH:7]1)[N:8]=[C:9]=[O:10].[K+:27].[N+:11](=[O:12])([O-:13])[c:14]1[cH:15][cH:16][c:17]([CH2:18][CH:19]([NH2:20])[C:21](=[O:22])[OH:23])[cH:24][cH:25]1.[OH-:26].[OH2:28]>>[CH2:1]([c:2]1[cH:3][cH:4][cH:5][cH:6][cH:7]1)[N:8]1[C:9](=[O:10])[NH:20][CH:19]([CH2:18][c:17]2[cH:16][cH:15][c:14]([N+:11](=[O:12])[O-:13])[cH:25][cH:24]2)[C:21]1=[O:22]. Starting materials: CC1(CNC(C=2N1C=1C=C(C=CC1C2)C(=O)NC=2N=C(N(C2)C)C(=O)O)=O)C (4-{[(4,4-dimethyl-1-oxo-1,2,3,4-tetrahydropyrazino[1,2-a]indol-7-yl)carbonyl]amino}-1-methyl-1H-imidazole-2-carboxylic acid), ON1N=NC2=C1C=CC=C2 (N-hydroxybenzotriazole), C(C)N=C=NCCCN(C)C (1-ethyl-3-(3-dimethylaminopropyl)carbodiimide), C(C)(C)(C)N (tert-butylamine), C(C)(C)N(C(C)C)CC (N,N-diisopropylethylamine). The reagents and catalysts are CN(C1=CC=NC=C1)C (4-dimethylaminopyridine). Solvent: CN(C)C=O (DMF). Conditions: time 10 minute. Yields the product C(C)(C)(C)NC(=O)C=1N(C=C(N1)NC(=O)C=1C=CC=2C=C3N(C2C1)C(CNC3=O)(C)C)C (N-[2-(tert-butylcarbamoyl)-1-methyl-1H-imidazol-4-yl]-4,4-dimethyl-1-oxo-1,2,3,4-tetrahydropyrazino[1,2-a]indole-7-carboxamide). Isolated yield 51.8%. As a reaction SMILES: [CH3:1][C:2]1([CH3:28])[N:7]2[C:8]3[CH:9]=[C:10]([C:15]([NH:17][C:18]4[N:19]=[C:20]([C:24]([OH:26])=O)[N:21]([CH3:23])[CH:22]=4)=[O:16])[CH:11]=[CH:12][C:13]=3[CH:14]=[C:6]2[C:5](=[O:27])[NH:4][CH2:3]1.ON1C2C=CC=CC=2N=N1.C(N=C=NCCCN(C)C)C.[C:50]([NH2:54])([CH3:53])([CH3:52])[CH3:51].C(N(CC)C(C)C)(C)C>CN(C=O)C.CN(C)C1C=CN=CC=1>[C:50]([NH:54][C:24]([C:20]1[N:21]([CH3:23])[CH:22]=[C:18]([NH:17][C:15]([C:10]2[CH:11]=[CH:12][C:13]3[CH:14]=[C:6]4[C:5](=[O:27])[NH:4][CH2:3][C:2]([CH3:28])([CH3:1])[N:7]4[C:8]=3[CH:9]=2)=[O:16])[N:19]=1)=[O:26])([CH3:53])([CH3:52])[CH3:51]. Procedure: To a solution of 4-{[(4,4-dimethyl-1-oxo-1,2,3,4-tetrahydropyrazino[1,2-a]indol-7-yl)carbonyl]amino}-1-methyl-1H-imidazole-2-carboxylic acid (104 mg, 0.27 mmol) in DMF (2 mL) are added N-hydroxybenzotriazole (74 mg, 0.55 mmol) and 1-ethyl-3-(3-dimethylaminopropyl)carbodiimide (105 mg, 0.55 mmol). After stifling for 10 min at 50° C., tert-butylamine (0.06 mL, 0.55 mmol), N,N-diisopropylethylamine (0.10 mL, 0.55 mmol) and 4-dimethylaminopyridine (6.7 mg, 0.06 mmol) are added. The reaction mixture ... Reactants: CN1C(N(C(C=2N(C=NC12)CCC)=O)CCCCC(C)=O)=O (3-methyl-1-(5-oxohexyl)-7-propylxanthine), [C-]#[C-].[Li+].[Li+] (lithium acetylide), C(C)(=O)OCC (ethyl acetate), O (water). The solvent is O1CCOCC1 (dioxane), O1CCOCC1 (dioxane), petroleum ether. Product: OC(CCCCN1C(=O)N(C=2N=CN(C2C1=O)CCC)C)(C#C)C (1-(5-Hydroxy-5-methyl-6-heptynyl)-3-methyl-7-propylxanthine). Reaction SMILES: [CH3:1][N:2]1[C:10]2[N:9]=[CH:8][N:7]([CH2:11][CH2:12][CH3:13])C=2C(=O)[N:4]([CH2:15][CH2:16][CH2:17][CH2:18][C:19](=[O:21])[CH3:20])[C:3]1=[O:22].[C-:23]#[C-:24].[Li+].[Li+].O.C([O:31][CH2:32][CH3:33])(=O)C>O1CCOCC1>[OH:21][C:19]([CH3:20])([C:23]#[CH:24])[CH2:18][CH2:17][CH2:16][CH2:15][N:4]1[C:32](=[O:31])[C:33]2[N:7]([CH2:11][CH2:12][CH3:13])[CH:8]=[N:9][C:10]=2[N:2]([CH3:1])[C:3]1=[O:22] |f:1.2.3|. Reported procedure: A solution of 153.2 g (0.5 mol) of 3-methyl-1-(5-oxohexyl)-7-propylxanthine in 750 ml of dioxane was added dropwise to a suspension of 75.5 g (0.82 mol) of lithium acetylide as ethylenediamine complex in 500 ml of dioxane with exclusion of moisture and stirring at room temperature. The slightly exothermic reaction which started during this was completed by stirring and heating at 70° C. for 6 hours. Subsequently, at room temperature, water was added, the organic solvent was distilled off as far ... Starting materials: ClC1=C(C=CC(=C1)[N+](=O)[O-])N1CCN(CC1)CCC1=CC=C(C=C1)[N+](=O)[O-] (1-(2-Chloro-4-nitrophenyl)-4-(4-nitrophenethyl)piperazine), stannous chloride dihydrate. Solvent: C(C)O (ethanol). Product: NC1=CC(=C(C=C1)N1CCN(CC1)CCC1=CC=C(C=C1)N)Cl (1-(4-Amino-2-chlorophenyl)-4-(4-aminophenethyl)piperazine). Isolated yield 70.9%. RXN SMILES: [Cl:1][C:2]1[CH:7]=[C:6]([N+:8]([O-])=O)[CH:5]=[CH:4][C:3]=1[N:11]1[CH2:16][CH2:15][N:14]([CH2:17][CH2:18][C:19]2[CH:24]=[CH:23][C:22]([N+:25]([O-])=O)=[CH:21][CH:20]=2)[CH2:13][CH2:12]1>C(O)C>[NH2:8][C:6]1[CH:5]=[CH:4][C:3]([N:11]2[CH2:16][CH2:15][N:14]([CH2:17][CH2:18][C:19]3[CH:24]=[CH:23][C:22]([NH2:25])=[CH:21][CH:20]=3)[CH2:13][CH2:12]2)=[C:2]([Cl:1])[CH:7]=1. Procedure details: 1-(2-Chloro-4-nitrophenyl)-4-(4-nitrophenethyl)piperazine (1.0 g), stannous chloride dihydrate (5.7 g) and ethanol (50 ml) were stirred under reflux for 1.25 hours, the mixture was evaporated to low bulk, and added to aqueous 5% sodium hydroxide (100 ml). The mixture was then extracted three times with dichloromethane and the combined organic extracts were dried (sodium sulphate) and evaporated to yield a yellow oil which solidified: yield of the title compound 0.6 g, m.p. 109°-112°. It was used... Starting materials: B, CC(=O)O, CCOCC, [Cl-], O=C(O)c1c(F)cccc1F, [NH4+], C1CCOC1. The product is OCc1c(F)cccc1F. As a reaction SMILES: [BH3:12].[CH3:13][C:14](=[O:15])[OH:16].[CH3:19][CH2:20][O:21][CH2:22][CH3:23].[Cl-:17].[F:1][c:2]1[c:3]([C:4](=[O:5])[OH:6])[c:7]([F:11])[cH:8][cH:9][cH:10]1.[NH4+:18].[O:24]1[CH2:25][CH2:26][CH2:27][CH2:28]1>>[F:1][c:2]1[c:3]([CH2:4][OH:5])[c:7]([F:11])[cH:8][cH:9][cH:10]1.